This data is from the Open Reaction Database (ORD), a public repository of structured organic reaction records. The task is: describe an organic reaction: reactants, conditions, products, and yield Reactants: CN(C)C=O, CCC1(O)C(=O)OCc2c1cc1n(c2=O)Cc2c-1nc1ccccc1c2CC[Si](C)(C)CI, [Na+], O=C([O-])O, c1nc[nH]n1. Yields the product CCC1(O)C(=O)OCc2c1cc1n(c2=O)Cc2c-1nc1ccccc1c2CC[Si](C)(C)Cn1cncn1. As a reaction SMILES: [CH3:44][N:45]([CH3:46])[CH:47]=[O:48].[I:1][CH2:2][Si:3]([CH2:4][CH2:5][c:6]1[c:7]2[c:8]([n:9][c:10]3[c:18]1[CH2:17][n:16]1[c:11]-3[cH:12][c:13]3[c:14]([c:15]1=[O:19])[CH2:20][O:21][C:22](=[O:27])[C:23]3([OH:24])[CH2:25][CH3:26])[cH:28][cH:29][cH:30][cH:31]2)([CH3:32])[CH3:33].[Na+:43].[O-:39][C:40]([OH:41])=[O:42].[nH:34]1[n:35][cH:36][n:37][cH:38]1>>[CH2:2]([Si:3]([CH2:4][CH2:5][c:6]1[c:7]2[c:8]([n:9][c:10]3[c:18]1[CH2:17][n:16]1[c:11]-3[cH:12][c:13]3[c:14]([c:15]1=[O:19])[CH2:20][O:21][C:22](=[O:27])[C:23]3([OH:24])[CH2:25][CH3:26])[cH:28][cH:29][cH:30][cH:31]2)([CH3:32])[CH3:33])[n:34]1[n:35][cH:36][n:37][cH:38]1. Reactants: [N+](=O)([O-])C=1C=C2CCC(N(C2=CC1)CCN1CCCCC1)=O (6-nitro-1-(2-(piperidin-1-yl)ethyl)-3,4-dihydroquinolin-2(1H)-one), N (NH3). Reagents/catalysts: [Ni] (Raney Nickel). The solvent is CO.C(Cl)Cl (MeOH CH2Cl2), CO (methanol). Yields the product NC=1C=C2CCC(N(C2=CC1)CCN1CCCCC1)=O (6-amino-1-(2-(piperidin-1-yl)ethyl)-3,4-dihydroquinolin-2(1H)-one). Yield: 77.6%. As a reaction SMILES: [N+:1]([C:4]1[CH:5]=[C:6]2[C:11](=[CH:12][CH:13]=1)[N:10]([CH2:14][CH2:15][N:16]1[CH2:21][CH2:20][CH2:19][CH2:18][CH2:17]1)[C:9](=[O:22])[CH2:8][CH2:7]2)([O-])=O.N>CO.[Ni].CO.C(Cl)Cl>[NH2:1][C:4]1[CH:5]=[C:6]2[C:11](=[CH:12][CH:13]=1)[N:10]([CH2:14][CH2:15][N:16]1[CH2:17][CH2:18][CH2:19][CH2:20][CH2:21]1)[C:9](=[O:22])[CH2:8][CH2:7]2 |f:4.5|. Procedure: A solution of 6-nitro-1-(2-(piperidin-1-yl)ethyl)-3,4-dihydroquinolin-2(1H)-one (500 mg, 1.65 mmol) in 10 mL methanol was added to Raney Nickel (slurry in H2O, 50 mg) in a round bottom flask. The suspension was heated at reflux for 10 minutes then filtered through a pad of celite. The celite pad was washed with 10 mL methanol. The filtrate was concentrated to give a dark brown residue was subjected to flash silica gel chromatography using 5% 2M NH3 in MeOH/CH2Cl2 to give an off-white solid (350 ... Reactants: CC1(C)COC(c2cccc(C3=C(C(N)=O)COC3)c2)=N1, ClCCl, O=S(=O)(OS(=O)(=O)C(F)(F)F)C(F)(F)F, O. The product is CC1(C)COC(c2cccc(C3=C(C#N)COC3)c2)=N1. Reaction SMILES: [C:1]([NH2:2])(=[O:3])[C:4]1=[C:5]([c:9]2[cH:10][c:11]([C:15]3=[N:19][C:18]([CH3:20])([CH3:21])[CH2:17][O:16]3)[cH:12][cH:13][cH:14]2)[CH2:6][O:7][CH2:8]1.[Cl:38][CH2:39][Cl:40].[F:22][C:23]([F:24])([F:25])[S:26]([O:27][S:28]([C:29]([F:30])([F:31])[F:32])(=[O:33])=[O:34])(=[O:35])=[O:36].[OH2:37]>>[C:1](#[N:2])[C:4]1=[C:5]([c:9]2[cH:10][c:11]([C:15]3=[N:19][C:18]([CH3:20])([CH3:21])[CH2:17][O:16]3)[cH:12][cH:13][cH:14]2)[CH2:6][O:7][CH2:8]1. Starting materials: [N+](C)(C)(C)C.[F-], C1[C@H]([C@H]2[C@@H]([C@@]1(COC(=O)C)O)OC(O2)(C)C)N1C(c2c(C1=O)cccc2)=O. The reagents and catalysts are c1ccc(cc1)-c2c3ccccc3cc4ccccc24 (9-Phenylanthracene). Solvent: C1CCOC1 (THF). Reaction conditions: temperature 25 celsius, time 18 hour. The product is CC(=O)OC[C@@]1(F)C[C@H]([C@@H]2OC(C)(C)O[C@H]12)N3C(=O)c4ccccc4C3=O. Reaction SMILES: [CH3:1][C:2]([O:4][CH2:5][C@:6]1([C@H:15]([C@@H:9]2[C@H:8]([N:16]3[C:25](=[O:26])[c:24]([c:19]4[C:17]3=[O:18])[cH:23][cH:22][cH:21][cH:20]4)[CH2:7]1)[O:14][C:11]([CH3:13])([CH3:12])[O:10]2)O)=[O:3].[F-:27].C[N+](C)(C)C>>[CH3:1][C:2]([O:4][CH2:5][C@@:6]1([C@H:15]([C@@H:9]2[C@H:8]([N:16]3[C:25](=[O:26])[c:24]([c:19]4[C:17]3=[O:18])[cH:23][cH:22][cH:21][cH:20]4)[CH2:7]1)[O:14][C:11]([CH3:13])([CH3:12])[O:10]2)[F:27])=[O:3].